This data is from the Open Reaction Database (ORD), a public repository of structured organic reaction records. The task is: describe an organic reaction: reactants, conditions, products, and yield The reactants are Cl, Fc1ccc(-c2nn(C3CCCCO3)c3ccc(C#Cc4ccccc4)cc23)cc1, C1CCOC1. Yields the product Fc1ccc(-c2n[nH]c3ccc(C#Cc4ccccc4)cc23)cc1. Reaction SMILES: [ClH:31].[F:1][c:2]1[cH:3][cH:4][c:5](-[c:8]2[n:9][n:10]([CH:25]3[CH2:26][CH2:27][CH2:28][CH2:29][O:30]3)[c:11]3[cH:12][cH:13][c:14]([C:17]#[C:18][c:19]4[cH:20][cH:21][cH:22][cH:23][cH:24]4)[cH:15][c:16]23)[cH:6][cH:7]1.[O:32]1[CH2:33][CH2:34][CH2:35][CH2:36]1>>[F:1][c:2]1[cH:3][cH:4][c:5](-[c:8]2[n:9][nH:10][c:11]3[cH:12][cH:13][c:14]([C:17]#[C:18][c:19]4[cH:20][cH:21][cH:22][cH:23][cH:24]4)[cH:15][c:16]23)[cH:6][cH:7]1. The reactants are C(C)(=O)Cl (acetylchloride), NC1=NC=CC=N1 (2-amino-pyrimidine), C1(CCCCC1)[N+]#[C-] (cyclohexylisonitrile), C(C)=O (acetaldehyde). Solvent: Cl(=O)(=O)(=O)O (perchloric acid). Yields the product [Cl-].C(C)(=O)[N+]=1C(=C(N2C1N=CC=C2)NC2CCCCC2)C (1-acetyl-3-cyclohexylamino-2-methyl-imidazo[1,2-a]pyrimidin-1-ium chloride). Reaction SMILES: [NH2:1][C:2]1[N:7]=[CH:6][CH:5]=[CH:4][N:3]=1.[CH:8]1([N+:14]#[C-:15])[CH2:13][CH2:12][CH2:11][CH2:10][CH2:9]1.[CH:16](=[O:18])[CH3:17].[C:19]([Cl:22])(=O)[CH3:20]>Cl(O)(=O)(=O)=O>[Cl-:22].[C:16]([N+:1]1[C:19]([CH3:20])=[C:15]([NH:14][CH:8]2[CH2:13][CH2:12][CH2:11][CH2:10][CH2:9]2)[N:3]2[CH:4]=[CH:5][CH:6]=[N:7][C:2]=12)(=[O:18])[CH3:17] |f:5.6|. Reported procedure: Example 24 was carried out in accordance with the general directions for synthesis in process step a) from 1.0 ml (0.1 mmol) 2-amino-pyrimidine (0.1 M, DCM), 0.575 ml (0.115 mmol) cyclohexylisonitrile solution (0.2 M, DCM), 0.500 ml (0.15 mmol) acetaldehyde solution (0.3 M, DCM) and 10 μl perchloric acid (w=20%) and in process step c) and d) by reacting the resultant reaction product with 0.4 mmol acetylchloride. The reactants are CC1(C)CC(c2cccc(Br)c2)Nc2ccc(Cl)cc21, O=C([O-])[O-], CS(C)=O, [Cu]I, [K+], [K+], NC1(C(=O)O)CC1. Yields the product CC1(C)CC(c2cccc(NC3(C(=O)O)CC3)c2)Nc2ccc(Cl)cc21. Reaction SMILES: [Br:1][c:2]1[cH:3][c:4]([CH:8]2[NH:9][c:10]3[cH:11][cH:12][c:13]([Cl:20])[cH:14][c:15]3[C:16]([CH3:18])([CH3:19])[CH2:17]2)[cH:5][cH:6][cH:7]1.[C:28](=[O:29])([O-:30])[O-:31].[CH3:34][S:35](=[O:36])[CH3:37].[Cu:38][I:39].[K+:32].[K+:33].[NH2:21][C:22]1([C:25](=[O:26])[OH:27])[CH2:23][CH2:24]1>>[c:2]1([NH:21][C:22]2([C:25](=[O:26])[OH:27])[CH2:23][CH2:24]2)[cH:3][c:4]([CH:8]2[NH:9][c:10]3[cH:11][cH:12][c:13]([Cl:20])[cH:14][c:15]3[C:16]([CH3:18])([CH3:19])[CH2:17]2)[cH:5][cH:6][cH:7]1. The reactants are CO, Cl, O=C1CN2CCC1CC2, c1ccc(OC2C3CCN(CC3)C2Cc2cccnc2)cc1, O=Cc1cccnc1, O=C1C(=Cc2cccnc2)N2CCC1CC2. The product is OC1C2CCN(CC2)C1Cc1cccnc1. RXN SMILES: [CH3:57][OH:58].[ClH:31].[N:32]12[CH2:33][CH2:34][CH:35]([CH2:36][CH2:37]1)[C:38](=[O:39])[CH2:40]2.[c:1]1([O:7][CH:8]2[CH:9]([CH2:16][c:17]3[cH:18][n:19][cH:20][cH:21][cH:22]3)[N:10]3[CH2:11][CH2:12][CH:13]2[CH2:14][CH2:15]3)[cH:2][cH:3][cH:4][cH:5][cH:6]1.[n:23]1[cH:24][cH:25][cH:26][c:27]([CH:28]=[O:29])[cH:30]1.[n:41]1[cH:42][cH:43][cH:44][c:45]([CH:46]=[C:47]2[C:48](=[O:49])[CH:50]3[CH2:51][CH2:52][N:53]2[CH2:54][CH2:55]3)[cH:56]1>>[OH:7][CH:8]1[CH:9]([CH2:16][c:17]2[cH:18][n:19][cH:20][cH:21][cH:22]2)[N:10]2[CH2:11][CH2:12][CH:13]1[CH2:14][CH2:15]2. Reactants: CCOCC, Cc1ccccc1, CCC(=O)C(C)(C)C, Cl, CCCCON=O. The product is CC(=NO)C(=O)C(C)(C)C. RXN SMILES: [CH3:17][CH2:18][O:19][CH2:20][CH3:21].[CH3:22][c:23]1[cH:24][cH:25][cH:26][cH:27][cH:28]1.[CH3:2][C:3]([CH3:4])([C:5]([CH2:6][CH3:7])=[O:8])[CH3:9].[ClH:1].[N:10](=[O:11])[O:12][CH2:13][CH2:14][CH2:15][CH3:16]>>[CH3:2][C:3]([CH3:4])([C:5]([C:6]([CH3:7])=[N:10][OH:11])=[O:8])[CH3:9].